From a dataset of the Open Reaction Database (ORD), a public repository of structured organic reaction records. describe an organic reaction: reactants, conditions, products, and yield Yields the product C(=O)(O)CCCC\C=C/C1C(CC=C1)=O (2-(6-carboxy-2-cis-hexenyl)cyclopent-3-en-1-one). As a reaction SMILES: [OH:1][CH:2]1[CH2:6][CH:5]=[CH:4][CH:3]1/[CH:7]=[CH:8]\[CH2:9][CH2:10][CH2:11][CH2:12][C:13]([OH:15])=[O:14].CC(C)=O.[Cr](O)(O)(=O)=O>S(=O)(=O)(O)O>[C:13]([CH2:12][CH2:11][CH2:10][CH2:9]/[CH:8]=[CH:7]\[CH:3]1[CH:4]=[CH:5][CH2:6][C:2]1=[O:1])([OH:15])=[O:14]. Starting materials: OC1C(C=CC1)\C=C/CCCCC(=O)O (1-hydroxy-2-(6-carboxy-2-cis-hexenyl)cyclopent-3-ene), CC(=O)C (acetone), [Cr](=O)(=O)(O)O (chromic acid). The solvent is S(O)(O)(=O)=O (sulfuric acid). Procedure: A solution of 3.2 g. (0.5 mole) of 1-hydroxy-2-(6-carboxy-2-cis-hexenyl)cyclopent-3-ene (Example 1132) in 60 ml. of reagent acetone is treated dropwise with a total of 6 ml. of 8 N chromic acid in sulfuric acid at 0° C. The oxidation is rather slow. The resulting mixture is dissolved in 200 ml. of water and the solution is extracted with six 50 ml portions of ether. The combined ethereal extracts are dried over sodium sulfate and the solvent is evaporated at reduced pressure to yield the product... Starting materials: resultant mixture, N1N=C(C=C1)C=O (pyrazol-3-carboxaldehyde), NCC1=CC=C(CN(C2CCCC=3C=CC=NC23)CC2=NC3=C(N2)C=CC=C3)C=C1 ((4-aminomethyl-benzyl)-(1H-benzoimidazol-2-ylmethyl)-(5,6,7,8-tetrahydro-quinolin-8-yl)-amine), [BH4-].[Na+] (NaBH4). Solvent: CO (MeOH). Product: N1C(=NC2=C1C=CC=C2)CN(C2CCCC=1C=CC=NC21)CC2=CC=C(C=C2)CNCC2=NNC=C2 ((1H-benzoimidazol-2-ylmethyl)-(4-{[(1H-pyrazol-3-ylmethyl)-amino]-methyl}-benzyl)-(5,6,7,8-tetrahydro-quinolin-8-yl)-amine). Yield: 59.8%. Reaction SMILES: [NH:1]1[CH:5]=[CH:4][C:3]([CH:6]=O)=[N:2]1.[NH2:8][CH2:9][C:10]1[CH:37]=[CH:36][C:13]([CH2:14][N:15]([CH2:26][C:27]2[NH:31][C:30]3[CH:32]=[CH:33][CH:34]=[CH:35][C:29]=3[N:28]=2)[CH:16]2[C:25]3[N:24]=[CH:23][CH:22]=[CH:21][C:20]=3[CH2:19][CH2:18][CH2:17]2)=[CH:12][CH:11]=1.[BH4-].[Na+]>CO>[NH:28]1[C:29]2[CH:35]=[CH:34][CH:33]=[CH:32][C:30]=2[N:31]=[C:27]1[CH2:26][N:15]([CH2:14][C:13]1[CH:36]=[CH:37][C:10]([CH2:9][NH:8][CH2:6][C:3]2[CH:4]=[CH:5][NH:1][N:2]=2)=[CH:11][CH:12]=1)[CH:16]1[C:25]2[N:24]=[CH:23][CH:22]=[CH:21][C:20]=2[CH2:19][CH2:18][CH2:17]1 |f:2.3|. Procedure details: Using General Procedure B: A solution of pyrazol-3-carboxaldehyde (26.6 mg, 0.28 mmol) and (4-aminomethyl-benzyl)-(1H-benzoimidazol-2-ylmethyl)-(5,6,7,8-tetrahydro-quinolin-8-yl)-amine (110 mg, 0.28 mmol) in MeOH (2.0 mL) was stirred overnight at room temperature. NaBH4 (21.2 mg, 0.56 mmol) was added and the resultant mixture stirred for an additional 15 minutes. Purification by column chromatography on silica gel (CH2Cl2/MeOH/NH4OH, 100:1:1) afforded the desired amine (80 mg, 60%) as a white fo... Starting materials: NC(CN1[C@H](CN(CC1)C(=O)C1=CC=CC2=CC=CC=C12)CCCC)CNC(=O)OC(C)(C)C ((2-amino-3-tert-butoxycarbonylaminoprop-1-yl]-2(S)-butyl-4-(1-naphthoyl)piperazine), C1=C(C=CC2=CC=CC=C12)C=O (naphthalene-2-carboxaldehyde), C(C)(=O)O[BH-](OC(C)=O)OC(C)=O.[Na+] (sodium triacetoxyborohydride). Solvent: ClC(C)Cl (dichloroethane). The product is C(C)(C)(C)OC(=O)NCC(CN1[C@H](CN(CC1)C(=O)C1=CC=CC2=CC=CC=C12)CCCC)NCC1=CC2=CC=CC=C2C=C1 (1-(3-tert-Butoxycarbonylamino-2-(2-naphthylmethylamino)prop-1-yl)-2(S)-butyl-4-(1-naphthoyl)piperazine). As a reaction SMILES: [NH2:1][CH:2]([CH2:26][NH:27][C:28]([O:30][C:31]([CH3:34])([CH3:33])[CH3:32])=[O:29])[CH2:3][N:4]1[CH2:9][CH2:8][N:7]([C:10]([C:12]2[C:21]3[C:16](=[CH:17][CH:18]=[CH:19][CH:20]=3)[CH:15]=[CH:14][CH:13]=2)=[O:11])[CH2:6][C@@H:5]1[CH2:22][CH2:23][CH2:24][CH3:25].[CH:35]1[C:44]2[C:39](=[CH:40][CH:41]=[CH:42][CH:43]=2)[CH:38]=[CH:37][C:36]=1[CH:45]=O.C(O[BH-](OC(=O)C)OC(=O)C)(=O)C.[Na+]>ClC(Cl)C>[C:31]([O:30][C:28]([NH:27][CH2:26][CH:2]([NH:1][CH2:45][C:36]1[CH:37]=[CH:38][C:39]2[C:44](=[CH:43][CH:42]=[CH:41][CH:40]=2)[CH:35]=1)[CH2:3][N:4]1[CH2:9][CH2:8][N:7]([C:10]([C:12]2[C:21]3[C:16](=[CH:17][CH:18]=[CH:19][CH:20]=3)[CH:15]=[CH:14][CH:13]=2)=[O:11])[CH2:6][C@@H:5]1[CH2:22][CH2:23][CH2:24][CH3:25])=[O:29])([CH3:33])([CH3:32])[CH3:34] |f:2.3|. Procedure details: The title compound was prepared according to the procedure described in Example 1, Step D except using 1-[(2-amino-3-tert-butoxycarbonylaminoprop-1-yl]-2(S)-butyl-4-(1-naphthoyl)piperazine (0.287 g, 0.613 mmol), naphthalene-2-carboxaldehyde (0.95 g, 0.613 mmol), sodium triacetoxyborohydride (0.194 g, 0.919 mmol), in dichloroethane (15 mL) at pH 6. The crude product was chromatographed on silica gel with 5% methanol in chloroform (Rf 0.30), and the title compound isolated as a foam. FAB ms (m+1) ... Starting materials: CC1CN=C(c2ccc([N+](=O)[O-])cc2)N(C(=O)OC(C)(C)C)C1, CCO, NN, O. Product: CC1CN=C(c2ccc(N)cc2)N(C(=O)OC(C)(C)C)C1. Reaction SMILES: [C:1](=[O:2])([O:3][C:4]([CH3:5])([CH3:6])[CH3:7])[N:8]1[C:9]([c:15]2[cH:16][cH:17][c:18]([N+:21]([O-:22])=[O:23])[cH:19][cH:20]2)=[N:10][CH2:11][CH:12]([CH3:14])[CH2:13]1.[CH3:27][CH2:28][OH:29].[NH2:25][NH2:26].[OH2:24]>>[C:1](=[O:2])([O:3][C:4]([CH3:5])([CH3:6])[CH3:7])[N:8]1[C:9]([c:15]2[cH:16][cH:17][c:18]([NH2:21])[cH:19][cH:20]2)=[N:10][CH2:11][CH:12]([CH3:14])[CH2:13]1. Product: COC(CC1=C(C=CC=C1)Br)=O ((2-Bromophenyl)-acetic acid methyl ester). Run at temperature 0 celsius, time 5 minute. Procedure: In a 250 mL round bottom flask, 5.0046 g (23.2729 mmol, 1.0 eq) of 2-(Bromophenyl)acetic acid was dissolved in 100 mL of clean, dry MeOH under N2 atmosphere. This solution was cooled to 0° C. using a wet ice bath and stirred for five minutes. To the stirring solution was added 2.55 mL (34.9093 mmol, 1.5 eq) of thionyl chloride dropwise over a period of five minutes. The reaction was then allowed to stir overnight, gradually warming to room temperature. The following morning, the solvent was remo... Reactants: BrC1=C(C=CC=C1)CC(=O)O (2-(Bromophenyl)acetic acid), CO (MeOH), S(=O)(Cl)Cl (thionyl chloride). As a reaction SMILES: [Br:1][C:2]1[CH:7]=[CH:6][CH:5]=[CH:4][C:3]=1[CH2:8][C:9]([OH:11])=[O:10].S(Cl)(Cl)=O.[CH3:16]O>>[CH3:16][O:10][C:9](=[O:11])[CH2:8][C:3]1[CH:4]=[CH:5][CH:6]=[CH:7][C:2]=1[Br:1]. Starting materials: amines, NC(C(=O)N)CC (amino-ethyl acetamide), ethers, benzoic acids, III, C(=C)[Si](C=C)(C=C)C=C (tetravinylsilane), OCC(C)(CO)CO (tris-(hydroxymethyl)ethane), aromatic rings, OC1=CC=C(C=C1)C(C)(C1=CC=C(C=C1)O)C1=CC=C(C=C1)O (1,1,1-tris-(4'-hydroxyphenyl)-ethane), OCC(CO)(CO)CO (pentaerythritol), ethylenediimine, polyphenylenes, amidoamines, imines, amine, polyethyleneimines, diethylene diimine, C(CN)N (ethylene diamine), C(C)(=O)OC=1C=C(C(=O)O)C=C(C1)OC(C)=O (3,5-diacetoxybenzoic acid), N=O (nitroxyl), alcohols. Product: OC=1C=C(C(CC)O)C=C(C1)O (3,5-dihydroxyethyl benzyl alcohol), siloxanes. RXN SMILES: N=O.O[CH2:4][C:5](CO)(CO)CO.OCC(CO)(CO)C.OC1C=CC(C(C2C=CC(O)=CC=2)(C2C=CC(O)=CC=2)C)=CC=1.C(N)CN.C([Si](C=C)(C=C)C=C)=C.C([O:59][C:60]1[CH:61]=[C:62]([CH:66]=[C:67]([O:69]C(=O)C)[CH:68]=1)[C:63]([OH:65])=O)(=O)C.NC(CC)C(N)=O>>[OH:69][C:67]1[CH:66]=[C:62]([CH:61]=[C:60]([OH:59])[CH:68]=1)[CH:63]([OH:65])[CH2:4][CH3:5]. Procedure details: The dendrimers of the present invention can be selected as toner additives, for example, as illustrated in the documents mentioned herein. Dendrimers are known, and can be considered radially symmetrical molecules of a STARBURST™ topology comprised of an initiator core, such as nitrogen, ethylenediimine, silicon, and the like, interior layers attached to the core and comprised of, for example, three, four or more arms, each arm being composed of repeating units with the number of repeating units... Starting materials: CCCCCC, O=C(Cl)C(=O)Cl, O=C(O)c1ccc(Cl)c([N+](=O)[O-])c1, ClCCl, CN(C)C=O. Yields the product O=C(Cl)c1ccc(Cl)c([N+](=O)[O-])c1. Reaction SMILES: [CH3:20][CH2:21][CH2:22][CH2:23][CH2:24][CH3:25].[Cl:14][C:15]([C:16]([Cl:17])=[O:18])=[O:19].[Cl:1][c:2]1[c:3]([N+:11](=[O:12])[O-:13])[cH:4][c:5]([C:6](=[O:7])[OH:8])[cH:9][cH:10]1.[Cl:31][CH2:32][Cl:33].[O:26]=[CH:27][N:28]([CH3:29])[CH3:30]>>[Cl:1][c:2]1[c:3]([N+:11](=[O:12])[O-:13])[cH:4][c:5]([C:6](=[O:7])[Cl:14])[cH:9][cH:10]1.